Dataset: the Open Reaction Database (ORD), a public repository of structured organic reaction records. Task: describe an organic reaction: reactants, conditions, products, and yield The reactants are COc1cc(N)cc(OC)c1, O=C(Cl)c1cncc(Cl)n1, ClCCl. The product is COc1cc(NC(=O)c2cncc(Cl)n2)cc(OC)c1. Reaction SMILES: [CH3:11][O:12][c:13]1[cH:14][c:15]([NH2:16])[cH:17][c:18]([O:20][CH3:21])[cH:19]1.[Cl:1][c:2]1[cH:3][n:4][cH:5][c:6]([C:8](=[O:9])[Cl:10])[n:7]1.[Cl:22][CH2:23][Cl:24]>>[Cl:1][c:2]1[cH:3][n:4][cH:5][c:6]([C:8](=[O:9])[NH:16][c:15]2[cH:14][c:13]([O:12][CH3:11])[cH:19][c:18]([O:20][CH3:21])[cH:17]2)[n:7]1. Starting materials: OCC1(CCC1)CO ([1-(hydroxymethyl)cyclobutyl]methanol), C1(=CC=CC=C1)P(C1=CC=CC=C1)C1=CC=CC=C1 (triphenylphosphine), di-tertbutylazodicarboxylate, CN1C(=NC=C1)S (1-methyl-2-mercaptoimidazole). Run in ClCCl (dichloromethane). Conditions: time 5 minute. The product is CN1C(=NC=C1)SCC1(CCC1)CO ((1-{[(1-methyl-1H-imidazol-2-yl)sulfanyl]methyl}cyclobutyl)methanol). Yield: 71.2%. Reaction SMILES: O[CH2:2][C:3]1([CH2:7][OH:8])[CH2:6][CH2:5][CH2:4]1.C1(P(C2C=CC=CC=2)C2C=CC=CC=2)C=CC=CC=1.[CH3:28][N:29]1[CH:33]=[CH:32][N:31]=[C:30]1[SH:34]>ClCCl>[CH3:28][N:29]1[CH:33]=[CH:32][N:31]=[C:30]1[S:34][CH2:2][C:3]1([CH2:7][OH:8])[CH2:6][CH2:5][CH2:4]1. Reported procedure: To a solution of 1.0 g (8.6 mmol) of [1-(hydroxymethyl)cyclobutyl]methanol in 20 mL of dichloromethane was added 2.48 g (9.48 mmol) of triphenylphosphine and 2.18 g (9.48 mmol) of di-tertbutylazodicarboxylate. After 5 min of stirring, 1.03 g (9.05 mmol) of 1-methyl-2-mercaptoimidazole was added as a solid. After stirring for 2 h, the reaction was concentrated under vacuum and the residue was purified using silica gel chromatography eluting with ethyl acetate:hexane (3:7) to afford 1.3 g (71%) of...